describe an organic reaction: reactants, conditions, products, and yield From a dataset of the Open Reaction Database (ORD), a public repository of structured organic reaction records. Starting materials: O=C([O-])O, C[Si](C)(C)C#N, COC(=O)C1CC(=O)c2ccccc21, CC#N, Cc1ccccc1, [I-], [I-], [Na+], [Zn+2]. Product: COC(=O)C1CC(C#N)(O[Si](C)(C)C)c2ccccc21. Reaction SMILES: [C:31](=[O:32])([OH:33])[O-:34].[CH3:15][Si:16]([CH3:17])([CH3:18])[C:19]#[N:20].[CH3:1][O:2][C:3](=[O:4])[CH:5]1[CH2:6][C:7](=[O:14])[c:8]2[cH:9][cH:10][cH:11][cH:12][c:13]21.[CH3:21][C:22]#[N:23].[CH3:24][c:25]1[cH:26][cH:27][cH:28][cH:29][cH:30]1.[I-:36].[I-:38].[Na+:35].[Zn+2:37]>>[CH3:1][O:2][C:3](=[O:4])[CH:5]1[CH2:6][C:7]([O:14][Si:16]([CH3:15])([CH3:17])[CH3:18])([C:22]#[N:23])[c:8]2[cH:9][cH:10][cH:11][cH:12][c:13]21. Starting materials: FC(C=1C=C(C=C(C1)C(F)(F)F)[C@@H]1[C@@H](N(C(O1)=O)CC1=C(C=CC(=C1)C(F)(F)F)CBr)C)(F)F ((4S,5R)-5-[3,5-bis(trifluoromethyl)phenyl]-3-[2-(bromomethyl)-5-(trifluoromethyl)benzyl]-4-methyl-1,3-oxazolidin-2-one), C(C)NC[C@@H]1CC[C@H](CC1)C(=O)OCC (ethyl trans-4-[(ethylamino)methyl]cyclohexanecarboxylate), CCN(C(C)C)C(C)C (i—Pr2NEt), CC#N (MeCN). Reaction conditions: time 16 hour. The product is FC(C=1C=C(C=C(C1)C(F)(F)F)[C@@H]1[C@@H](N(C(O1)=O)CC1=C(CN(CC)C[C@@H]2CC[C@H](CC2)CC(=O)OCC)C=CC(=C1)C(F)(F)F)C)(F)F (ethyl (trans-4-{[[2-({(4S,5R)-5-[3,5-bis(trifluoromethyl)phenyl]-4-methyl-2-oxo-1,3-oxazolidin-3-yl}methyl)-4-(trifluoromethyl)benzyl](ethyl)amino]methyl}cyclohexyl)acetate). Reaction SMILES: [F:1][C:2]([F:34])([F:33])[C:3]1[CH:4]=[C:5]([C@H:13]2[O:17][C:16](=[O:18])[N:15]([CH2:19][C:20]3[CH:25]=[C:24]([C:26]([F:29])([F:28])[F:27])[CH:23]=[CH:22][C:21]=3[CH2:30]Br)[C@H:14]2[CH3:32])[CH:6]=[C:7]([C:9]([F:12])([F:11])[F:10])[CH:8]=1.C(NC[C@H:39]1[CH2:44][CH2:43][C@H:42]([C:45]([O:47][CH2:48][CH3:49])=[O:46])CC1)C.CC[N:52]([CH:56]([CH3:58])C)[CH:53]([CH3:55])C.[CH3:59][C:60]#N>>[F:1][C:2]([F:34])([F:33])[C:3]1[CH:4]=[C:5]([C@H:13]2[O:17][C:16](=[O:18])[N:15]([CH2:19][C:20]3[CH:25]=[C:24]([C:26]([F:29])([F:28])[F:27])[CH:23]=[CH:22][C:21]=3[CH2:30][N:52]([CH2:53][C@H:55]3[CH2:39][CH2:44][C@H:43]([CH2:42][C:45]([O:47][CH2:48][CH3:49])=[O:46])[CH2:60][CH2:59]3)[CH2:56][CH3:58])[C@H:14]2[CH3:32])[CH:6]=[C:7]([C:9]([F:12])([F:11])[F:10])[CH:8]=1. Procedure: To a solution of (4S,5R)-5-[3,5-bis(trifluoromethyl)phenyl]-3-[2-(bromomethyl)-5-(trifluoromethyl)benzyl]-4-methyl-1,3-oxazolidin-2-one (50.4 mg, 0.0894 mmol) in MeCN (1 mL) was added ethyl trans-4-[(ethylamino)methyl]cyclohexanecarboxylate (20 mg, 0.0894 mmol) and i—Pr2NEt (240 μL, 0.179 mmol). The reaction was stirred at room temperature for 16 hours and then concentrated. Purification of the residue by PTLC (50% EtOAc/hexanes) afforded ethyl (trans-4-{[[2-({(4S,5R)-5-[3,5-bis(trifluoromethyl)... Starting materials: Cl (HCl), [Li+].[OH-] (LiOH), C(#N)C=1C=C(C(=O)OC)C=C(N1)C (methyl 2-cyano-6-methylisonicotinate). Solvent: O (H2O), CO (Methanol), O1CCCC1 (Tetrahydrofuran), O (H2O). Conditions: temperature 0 celsius, time 30 minute. The product is C(#N)C=1C=C(C(=O)O)C=C(N1)C (2-Cyano-6-methyl-isonicotinic acid). RXN SMILES: [C:1]([C:3]1[CH:4]=[C:5]([CH:10]=[C:11]([CH3:13])[N:12]=1)[C:6]([O:8]C)=[O:7])#[N:2].[Li+].[OH-].Cl>O1CCCC1.CO.O>[C:1]([C:3]1[CH:4]=[C:5]([CH:10]=[C:11]([CH3:13])[N:12]=1)[C:6]([OH:8])=[O:7])#[N:2] |f:1.2|. Procedure details: Under N2, methyl 2-cyano-6-methylisonicotinate (0.490 g, 2.78 mmol, Eq: 1.00) was dissolved in Tetrahydrofuran (25 ml) and Methanol (3.03 ml). At 0° C., 1M LiOH in H2O (3.48 ml, 3.48 mmol, Eq: 1.25) was added and the RM was stirred at 0° C. for 30 minutes. Control with TLC: the reaction was finished. The reaction mixture was acidified with 1M HCl. The mixture was diluted with H2O and extracted with EtOAc. The organic phase was dried over MgSO4; filtered; concentrated in vacuo. Pink solid. MS (EI...